This data is from the Open Reaction Database (ORD), a public repository of structured organic reaction records. The task is: describe an organic reaction: reactants, conditions, products, and yield Yields the product CC(C)(C)OC(=O)N1CCC(n2nc(C(F)(F)F)cc2-c2ccco2)C1. As a reaction SMILES: [Br:1][CH:2]1[CH2:3][N:4]([C:7](=[O:8])[O:9][C:10]([CH3:11])([CH3:12])[CH3:13])[CH2:5][CH2:6]1.[C:14](=[O:15])([O-:16])[O-:17].[K+:18].[K+:19].[NH2:56][NH2:57].[O:58]=[CH:59][N:60]([CH3:61])[CH3:62].[OH2:55].[o:20]1[c:21](-[c:25]2[cH:26][c:27]([C:30]([F:31])([F:32])[F:33])[n:28][nH:29]2)[cH:22][cH:23][cH:24]1.[o:34]1[cH:35][cH:36][cH:37][c:38]1-[c:39]1[n:40](-[c:41]2[cH:42][c:43]([C:44]#[N:45])[s:46][cH:47]2)[n:48][c:49]([C:50]([F:51])([F:52])[F:53])[cH:54]1>>[CH:2]1([n:29]2[c:25](-[c:21]3[o:20][cH:24][cH:23][cH:22]3)[cH:26][c:27]([C:30]([F:31])([F:32])[F:33])[n:28]2)[CH2:3][N:4]([C:7](=[O:8])[O:9][C:10]([CH3:11])([CH3:12])[CH3:13])[CH2:5][CH2:6]1. Reactants: CC(C)(C)OC(=O)N1CCC(Br)C1, O=C([O-])[O-], [K+], [K+], NN, CN(C)C=O, O, FC(F)(F)c1cc(-c2ccco2)[nH]n1, N#Cc1cc(-n2nc(C(F)(F)F)cc2-c2ccco2)cs1. Reactants: Cl.N[C@@H](CC(N)=O)C(=O)NC(C(C(=O)N1[C@H](C(=O)NC(C)(C)C)CCC1)O)CC1=CC=CC=C1 (1-[3-(L-asparaginyl)amino-2-hydroxy-4-phenylbutyryl]-N-t-butyl-L-prolinamide hydrochloride), C(C1=CC=CC=C1)=O (benzaldehyde). The product is C(C1=CC=CC=C1)N[C@@H](CC(N)=O)C(=O)N[C@H]([C@@H](C(=O)N1[C@H](C(=O)NC(C)(C)C)CCC1)O)CC1=CC=CC=C1 (1-[(2S,3S)-3-(N2 -Benzyl-L-asparaginyl)amino-2-hydroxy-4-phenylbutyryl]-N-t-butyl-L-prolinamide). Isolated yield 91.5%. Reaction SMILES: Cl.[NH2:2][C@H:3]([C:8]([NH:10][CH:11]([CH2:28][C:29]1[CH:34]=[CH:33][CH:32]=[CH:31][CH:30]=1)[CH:12]([OH:27])[C:13]([N:15]1[CH2:26][CH2:25][CH2:24][C@H:16]1[C:17]([NH:19][C:20]([CH3:23])([CH3:22])[CH3:21])=[O:18])=[O:14])=[O:9])[CH2:4][C:5](=[O:7])[NH2:6].[CH:35](=O)[C:36]1[CH:41]=[CH:40][CH:39]=[CH:38][CH:37]=1>>[CH2:35]([NH:2][C@H:3]([C:8]([NH:10][C@@H:11]([CH2:28][C:29]1[CH:34]=[CH:33][CH:32]=[CH:31][CH:30]=1)[C@H:12]([OH:27])[C:13]([N:15]1[CH2:26][CH2:25][CH2:24][C@H:16]1[C:17]([NH:19][C:20]([CH3:23])([CH3:22])[CH3:21])=[O:18])=[O:14])=[O:9])[CH2:4][C:5](=[O:7])[NH2:6])[C:36]1[CH:41]=[CH:40][CH:39]=[CH:38][CH:37]=1 |f:0.1|. Procedure details: Following a procedure similar to that described in Example 67, but using 500 mg (1.01 mmol) of 1-[3-(L-asparaginyl)amino-2-hydroxy-4-phenylbutyryl]-N-t-butyl-L-prolinamide hydrochloride and 123 μl (1.21 mmol) of benzaldehyde, 510 mg of the title compound were obtained as a colorless powder, melting at 96°-99° C.